Dataset: the Open Reaction Database (ORD), a public repository of structured organic reaction records. Task: describe an organic reaction: reactants, conditions, products, and yield The reactants are C(C1=CC=CC=C1)N (benzylamine), C(C1=CC=CC=C1)OC(=O)N[C@@H](C)C(=O)N[C@@H](C)C(=O)N[C@@H](C)P(O)(O)=O ((1R)-1-[(N-benzyloxycarbonyl-L-alanyl-L-alanyl)amino]-ethylphosphonic acid). Yields the product N[C@@H](C)C(=O)N[C@@H](C)C(=O)N[C@@H](C)P(O)(O)=O ((1R)-1-(L-alanyl-L-alanylamino)-ethylphosphonic acid). RXN SMILES: C(N)C1C=CC=CC=1.C(OC([NH:19][C@H:20]([C:22]([NH:24][C@H:25]([C:27]([NH:29][C@H:30]([P:32](=[O:35])([OH:34])[OH:33])[CH3:31])=[O:28])[CH3:26])=[O:23])[CH3:21])=O)C1C=CC=CC=1>>[NH2:19][C@H:20]([C:22]([NH:24][C@H:25]([C:27]([NH:29][C@H:30]([P:32](=[O:33])([OH:35])[OH:34])[CH3:31])=[O:28])[CH3:26])=[O:23])[CH3:21]. Procedure: In a manner analogous to Example 7(b), starting from the benzylamine salt of (1R)-1-[(N-benzyloxycarbonyl-L-alanyl-L-alanyl)amino]-ethylphosphonic acid there was obtained (1R)-1-(L-alanyl-L-alanylamino)-ethylphosphonic acid of melting point 283°-284° C (decomposition); [α]D20 = -66.8° (c = 0.5% in water). RXN SMILES: [N:1]#[C:2]Br.[Cl:4][C:5]1[CH:6]=[C:7]([CH:23]=[C:24]([Cl:26])[CH:25]=1)[O:8][C:9]1[C:10]([CH2:21][CH3:22])=[N:11][N:12]([CH2:16][C:17]([NH:19][NH2:20])=[O:18])[C:13]=1[CH2:14][CH3:15]>C(O)C>[Cl:4][C:5]1[CH:6]=[C:7]([CH:23]=[C:24]([Cl:26])[CH:25]=1)[O:8][C:9]1[C:10]([CH2:21][CH3:22])=[N:11][N:12]([CH2:16][C:17]2[O:18][C:2]([NH2:1])=[N:20][N:19]=2)[C:13]=1[CH2:14][CH3:15]. Solvent: C(C)O (ethanol). The product is ClC=1C=C(OC=2C(=NN(C2CC)CC2=NN=C(O2)N)CC)C=C(C1)Cl (5-{[4-(3,5-Dichlorophenoxy)-3,5-diethyl-1H-pyrazol-1-yl]methyl}-1,3,4-oxadiazol-2-amine). Procedure: Cyanogen bromide (49 mg, 0.462 mmol) was added to a stirred solution of the hydrazide of Example 11 (150 mg, 0.420 mmol) in ethanol (30 ml), at room temperature, under nitrogen and the resulting solution was heated to reflux for 2.5 hours. After cooling, the mixture was concentrated under reduced pressure to leave a brown oil. The crude product was purified by flash column chromatography on silica gel eluting with dichloromethane:methanol:ammonia (98:1.75:0.25, by volume) to provide the title co... The reactants are N#CBr (Cyanogen bromide), ClC=1C=C(OC=2C(=NN(C2CC)CC(=O)NN)CC)C=C(C1)Cl (2-[4-(3,5-Dichlorophenoxy)-3,5-diethyl-1H-pyrazol-1-yl]acetohydrazide). The yield is 44.2%. Reactants: ClC=1C=CC(=NC1)[C@](CC1=CC=CC=C1)(C1=CC(=CC(=C1)OC(C(F)F)(F)F)F)NC(=O)NCC(CO)(F)F ((S)-1-(1-(5-chloropyridin-2-yl)-1-(3-fluoro-5-(1,1,2,2-tetrafluoroethoxy)phenyl)-2-phenylethyl)-3-(2,2-difluoro-3-hydroxypropyl)urea), [H-].[Na+] (NaH), BrCC(=O)OC(C)(C)C (tert-butyl 2-bromoacetate). The solvent is C1CCOC1 (THF). Conditions: time 2 minute. Yields the product ClC=1C=CC(=NC1)[C@](CC1=CC=CC=C1)(C1=CC(=CC(=C1)OC(C(F)F)(F)F)F)NC(NCC(COCC(=O)OC(C)(C)C)(F)F)=O ((S)-tert-butyl 2-(3-(3-(1-(5-chloropyridin-2-yl)-1-(3-fluoro-5-(1,1,2,2-tetrafluoroethoxy)phenyl)-2-phenylethyl)ureido)-2,2-difluoropropoxy)acetate). Yield: 42.7%. Reaction SMILES: [Cl:1][C:2]1[CH:3]=[CH:4][C:5]([C@@:8]([NH:30][C:31]([NH:33][CH2:34][C:35]([F:39])([F:38])[CH2:36][OH:37])=[O:32])([C:16]2[CH:21]=[C:20]([O:22][C:23]([F:28])([F:27])[CH:24]([F:26])[F:25])[CH:19]=[C:18]([F:29])[CH:17]=2)[CH2:9][C:10]2[CH:15]=[CH:14][CH:13]=[CH:12][CH:11]=2)=[N:6][CH:7]=1.[H-].[Na+].Br[CH2:43][C:44]([O:46][C:47]([CH3:50])([CH3:49])[CH3:48])=[O:45]>C1COCC1>[Cl:1][C:2]1[CH:3]=[CH:4][C:5]([C@@:8]([NH:30][C:31](=[O:32])[NH:33][CH2:34][C:35]([F:38])([F:39])[CH2:36][O:37][CH2:43][C:44]([O:46][C:47]([CH3:50])([CH3:49])[CH3:48])=[O:45])([C:16]2[CH:21]=[C:20]([O:22][C:23]([F:27])([F:28])[CH:24]([F:26])[F:25])[CH:19]=[C:18]([F:29])[CH:17]=2)[CH2:9][C:10]2[CH:11]=[CH:12][CH:13]=[CH:14][CH:15]=2)=[N:6][CH:7]=1 |f:1.2|. Procedure: (S)-1-(1-(5-chloropyridin-2-yl)-1-(3-fluoro-5-(1,1,2,2-tetrafluoroethoxy)phenyl)-2-phenylethyl)-3-(2,2-difluoro-3-hydroxypropyl)urea (12 mg, 0.027 mmol), prepared as described in Procedures 3, 5, 6, 7 and 8, in THF (0.5 mL) was added NaH (4 mg, 60% in mineral oil, 0.1 mmol). After 2 min, tert-butyl 2-bromoacetate (6 mg, 0.04 mmol) was added. The reaction mixture was stirred for 15 min, filtered and concentrated in vacuo. The residue was purified by preparative HPLC Shimadzu-Phenomenex Luna C18 c... Reactants: 20, [Cl-].[Al+3].[Cl-].[Cl-] (aluminium chloride), FC1=CC=CC=C1 (fluorobenzene), ClC1=C(C(=O)Cl)C=CC(=C1)Cl (2,4-dichlorobenzoyl chloride). The product is 30, ClC1=C(C=CC(=C1)Cl)C(=O)C1=CC=C(C=C1)F ((2,4-dichlorophenyl)(4-fluorophenyl) methanone). Reaction SMILES: [Cl-].[Al+3].[Cl-].[Cl-].[F:5][C:6]1[CH:11]=[CH:10][CH:9]=[CH:8][CH:7]=1.[Cl:12][C:13]1[CH:21]=[C:20]([Cl:22])[CH:19]=[CH:18][C:14]=1[C:15](Cl)=[O:16]>>[Cl:12][C:13]1[CH:21]=[C:20]([Cl:22])[CH:19]=[CH:18][C:14]=1[C:15]([C:9]1[CH:10]=[CH:11][C:6]([F:5])=[CH:7][CH:8]=1)=[O:16] |f:0.1.2.3|. Procedure: To a stirred mixture of 20 parts of aluminium chloride and 100 parts of fluorobenzene are added dropwise 20.5 parts of 2,4-dichlorobenzoyl chloride. Upon completion, the mixture is heated to reflux and stirred at reflux temperature for 5 minutes. The reaction mixture is poured onto crushed ice and the product is extracted with 1,1'-oxybisethane. The extract is dried and evaporated, yielding 30 parts of (2,4-dichlorophenyl)(4-fluorophenyl) methanone as an oily residue. The reactants are NC=1C(=CC(=C(C(=O)N)C1)OC)[N+](=O)[O-] (5-amino-2-methoxy-4-nitrobenzamide). Reagents/catalysts: [C].[Pd] (palladium carbon). The solvent is CO (methanol). Reaction conditions: temperature 60 celsius. Yields the product NC1=CC(=C(C(=O)N)C=C1N)OC (4,5-Diamino-2-methoxybenzamide). Reaction SMILES: [NH2:1][C:2]1[C:3]([N+:13]([O-])=O)=[CH:4][C:5]([O:11][CH3:12])=[C:6]([CH:10]=1)[C:7]([NH2:9])=[O:8]>CO.[C].[Pd]>[NH2:13][C:3]1[C:2]([NH2:1])=[CH:10][C:6]([C:7]([NH2:9])=[O:8])=[C:5]([O:11][CH3:12])[CH:4]=1 |f:2.3|. Procedure details: A suspension of 3.04 g of 5-amino-2-methoxy-4-nitrobenzamide and 110 mg of 10 % palladium carbon in 300 ml of methanol was stirred at 60° C. under a hydrogen atmosphere. After absorption of hydrogen was completed, the catalyst was removed by filtration, and the filtrate was concentrated to give the title compound, m.p. 181°-183° C., yield of 2.18 g. Reactants: C(C)OC(=O)[C@H]1N(C2=CC=CC=C2C1)C([C@H](C1=CC=CC=C1)NC([C@H](C)N(C)C(=O)OC(C)(C)C)=O)=O ((S)-1-{(S)-2-[(S)-2-(tert-butoxycarbonyl-methyl-amino)-propionylamino]-2-phenyl-acetyl}-2,3-dihydro-1H-indole-2-carboxylic acid ethyl ester), [OH-].[Li+] (lithium hydroxide). Run in C1CCOC1.O.CO (THF water MeOH). Run at temperature 23 celsius, time 2.5 hour. Yields the product C(C)(C)(C)OC(=O)N([C@H](C(=O)N[C@H](C(=O)N1[C@@H](CC2=CC=CC=C12)C(=O)O)C1=CC=CC=C1)C)C ((S)-1-{(S)-2-[(S)-2-(tert-butoxycarbonyl-methyl-amino)-propionylamino]-2-phenyl-acetyl}-2,3-dihydro-1H-indole-2-carboxylic acid). Yield: 94.8%. As a reaction SMILES: C([O:3][C:4]([C@@H:6]1[CH2:14][C:13]2[C:8](=[CH:9][CH:10]=[CH:11][CH:12]=2)[N:7]1[C:15](=[O:37])[C@@H:16]([NH:23][C:24](=[O:36])[C@@H:25]([N:27]([C:29]([O:31][C:32]([CH3:35])([CH3:34])[CH3:33])=[O:30])[CH3:28])[CH3:26])[C:17]1[CH:22]=[CH:21][CH:20]=[CH:19][CH:18]=1)=[O:5])C.[OH-].[Li+]>C1COCC1.O.CO>[C:32]([O:31][C:29]([N:27]([CH3:28])[C@@H:25]([CH3:26])[C:24]([NH:23][C@@H:16]([C:17]1[CH:22]=[CH:21][CH:20]=[CH:19][CH:18]=1)[C:15]([N:7]1[C:8]2[C:13](=[CH:12][CH:11]=[CH:10][CH:9]=2)[CH2:14][C@H:6]1[C:4]([OH:5])=[O:3])=[O:37])=[O:36])=[O:30])([CH3:35])([CH3:34])[CH3:33] |f:1.2,3.4.5|. Procedure: To a solution of (S)-1-{(S)-2-[(S)-2-(tert-butoxycarbonyl-methyl-amino)-propionylamino]-2-phenyl-acetyl}-2,3-dihydro-1H-indole-2-carboxylic acid ethyl ester (2.28 g, 4.47 mmol, Eq: 1) in 60 mL of THF/water/MeOH (3:1:1) was added 1 M aqueous lithium hydroxide (13.4 mL, 13.4 mmol, Eq: 3). The reaction mixture was stirred at 23° C. for 2.5 h. The reaction was concentrated in vacuo and the residue was taken up in water and acidified with 6 M and then 1 M aqueous HCl to pH˜2. The mixture was extracte... RXN SMILES: [Br-:18].[CH3:19][O:20][c:21]1[cH:22][cH:23][c:24]([Mg+:27])[cH:25][cH:26]1.[F:1][c:2]1[c:3]([C:4](=[O:5])[N:6]([O:7][CH3:8])[CH3:9])[cH:10][cH:11][cH:12][c:13]1[C:14]([F:15])([F:16])[F:17]>>[F:1][c:2]1[c:3]([C:4](=[O:5])[c:24]2[cH:23][cH:22][c:21]([O:20][CH3:19])[cH:26][cH:25]2)[cH:10][cH:11][cH:12][c:13]1[C:14]([F:15])([F:16])[F:17]. The reactants are [Br-], COc1ccc([Mg+])cc1, CON(C)C(=O)c1cccc(C(F)(F)F)c1F. Yields the product COc1ccc(C(=O)c2cccc(C(F)(F)F)c2F)cc1. The reactants are FC(C1=CC=C(C=C1)/C=C/C=1OC=C(N1)COC1=CC=C(C=C1)CCCCN1C(=NC=C1)CCC(=O)O)(F)F (3-[1-[4-[4-[(2-[(E)-2-[4-(trifluoromethyl)phenyl]ethenyl]-1,3-oxazol-4-yl)methoxy]phenyl]butyl]-1H-imidazol-2-yl]propionic acid), N1CCOCC1 (morpholine), P(=O)(OCC)(OCC)C#N (diethyl cyanophosphate). The solvent is C(C)N(CC)CC (triethylamine). Product: FC(C1=CC=C(C=C1)/C=C/C=1OC=C(N1)COC1=CC=C(C=C1)CCCCN1C(=NC=C1)CCC(=O)N1CCOCC1)(F)F (4-{3-[1-(4-{4-[(2-{(E)-2-[4-(trifluoromethyl)phenyl]ethenyl}-1,3-oxazol-4-yl)methoxy]phenyl}butyl)-1H-imidazol-2-yl]propanoyl}morpholine). RXN SMILES: [F:1][C:2]([F:39])([F:38])[C:3]1[CH:8]=[CH:7][C:6](/[CH:9]=[CH:10]/[C:11]2[O:12][CH:13]=[C:14]([CH2:16][O:17][C:18]3[CH:23]=[CH:22][C:21]([CH2:24][CH2:25][CH2:26][CH2:27][N:28]4[CH:32]=[CH:31][N:30]=[C:29]4[CH2:33][CH2:34][C:35]([OH:37])=O)=[CH:20][CH:19]=3)[N:15]=2)=[CH:5][CH:4]=1.[NH:40]1[CH2:45][CH2:44][O:43][CH2:42][CH2:41]1.P(C#N)(OCC)(OCC)=O>C(N(CC)CC)C>[F:38][C:2]([F:1])([F:39])[C:3]1[CH:4]=[CH:5][C:6](/[CH:9]=[CH:10]/[C:11]2[O:12][CH:13]=[C:14]([CH2:16][O:17][C:18]3[CH:19]=[CH:20][C:21]([CH2:24][CH2:25][CH2:26][CH2:27][N:28]4[CH:32]=[CH:31][N:30]=[C:29]4[CH2:33][CH2:34][C:35]([N:40]4[CH2:45][CH2:44][O:43][CH2:42][CH2:41]4)=[O:37])=[CH:22][CH:23]=3)[N:15]=2)=[CH:7][CH:8]=1. Procedure details: Using 3-[1-[4-[4-[(2-[(E)-2-[4-(trifluoromethyl)phenyl]ethenyl]-1,3-oxazol-4-yl)methoxy]phenyl]butyl]-1H-imidazol-2-yl]propionic acid (200 mg), morpholine (97.1 μl), diethyl cyanophosphate (84.5 μl) and triethylamine (77.6 μl), the same reaction as Example 5-(ii) was carried out to yield the titled compound (217 mg).